This data is from the Open Reaction Database (ORD), a public repository of structured organic reaction records. The task is: describe an organic reaction: reactants, conditions, products, and yield Starting materials: ClCCN(CCCl)C1=CC=C(C(=O)O)C=C1 (p-N,N-Bis(2-chloroethyl)aminobenzoic acid), S(=O)(Cl)Cl (thionyl chloride), S(=O)(Cl)Cl (thionyl chloride). Run in C1=CC=CC=C1 (benzene). Product: ClCCN(CCCl)C1=CC=C(C(=O)Cl)C=C1 (p-N,N-Bis(2-chloroethyl)aminobenzoyl chloride). RXN SMILES: [Cl:1][CH2:2][CH2:3][N:4]([C:8]1[CH:16]=[CH:15][C:11]([C:12](O)=[O:13])=[CH:10][CH:9]=1)[CH2:5][CH2:6][Cl:7].S(Cl)([Cl:19])=O>C1C=CC=CC=1>[Cl:1][CH2:2][CH2:3][N:4]([C:8]1[CH:16]=[CH:15][C:11]([C:12]([Cl:19])=[O:13])=[CH:10][CH:9]=1)[CH2:5][CH2:6][Cl:7]. Procedure: A solution of N-(N',N'-dimethylaminoethyl) 1-methyl-4-{1-methyl-4[1-methyl-4-nitroimidazole-2-carboxamido]imidazole-2-carboxamido}imidazole-2-carboxamide (248 mg, 0.510 mmol) in methanol (35 mL) was hydrogenated over 5% Pd on carbon (118 mg) at room temperature and atmospheric pressure until TLC analysis indicated complete reduction of the starting material (5 h). The catalyst was removed by filtration. Concentration of the filtrate gave a residue which was coevaporated with dry THF (20 mL, twic...